Dataset: the Open Reaction Database (ORD), a public repository of structured organic reaction records. Task: describe an organic reaction: reactants, conditions, products, and yield Reaction SMILES: ClC1C=[C:4]([C:9]([N:11]2CCCC2)=[CH2:10])C=C(Cl)C=1.[Cl:16][C:17]1[CH:18]=[C:19]([C:24](=O)[CH3:25])[CH:20]=[CH:21][C:22]=1[Cl:23].N1CC[CH2:29][CH2:28]1.[CH3:32][C:33]1[N:38]=[C:37](Cl)[C:36]([N+:40]([O-])=O)=[C:35](Cl)[N:34]=1.C(N(CC)C(C)C)(C)C.N1CCCCC1.Cl[Sn]Cl>CN(C=O)C.Cl[Ti](Cl)(Cl)Cl.CCN(CC)CC>[Cl:16][C:17]1[CH:18]=[C:19]([CH:24]2[NH:11][CH:9]([CH3:10])[CH2:4][CH:32]([C:33]3[NH:38][C:37]4=[CH:28][CH:29]=[N:40][C:36]4=[CH:35][N:34]=3)[CH2:25]2)[CH:20]=[CH:21][C:22]=1[Cl:23]. The reagents and catalysts are Cl[Ti](Cl)(Cl)Cl (TiCl4). Reported procedure: Using the method described in Example 30 by employing [1-(3,5-dichlorophenyl)vinyl]pyrrolidine (freshly prepared before use from 3′,4′-dichloro acetophenone (Aldrich Chemical Company), pyrrolidine and TiCl4 (1.09 g, 4.50 mmol), 2-methyl-4,6-dichloro-5-nitropyrimidine (Example 76(b)) (0.90 g, 4.50 mmol), N,N-diisopropylethylamine (0.8 mL, 4.50 mmol), piperidine (0.7 mL, 7.2 mmol), NEt3 (0.7 mL) and SnCl2 (14 mL of a 2 M soln in DMF). The residue was purified by flash chromatography on silica gel ... Run in CN(C)C=O (DMF), CCN(CC)CC (NEt3). Yields the product ClC=1C=C(C=CC1Cl)C1CC(CC(N1)C)C1=NC=C2C(N1)=CC=N2 (6-(3,4-dichlorophenyl)-2-methyl-4-piperidylpyrrolo[3,2-d]pyrimidine). The reactants are ClC=1C=C(C=CC1Cl)C(C)=O (3′,4′-dichloro acetophenone), N1CCCC1 (pyrrolidine), CC1=NC(=C(C(=N1)Cl)[N+](=O)[O-])Cl (2-methyl-4,6-dichloro-5-nitropyrimidine), C(C)(C)N(C(C)C)CC (N,N-diisopropylethylamine), N1CCCCC1 (piperidine), Cl[Sn]Cl (SnCl2), ClC=1C=C(C=C(C1)Cl)C(=C)N1CCCC1 ([1-(3,5-dichlorophenyl)vinyl]pyrrolidine). Isolated yield 5.0%. Reactants: Cl.COC=1C=C(CCNCC(C2=CC=C(C=C2)OCC2=CC=CC=C2)O)C=CC1OC (α-(3,4-dimethoxyphenethylaminomethyl)-4-benzyloxybenzylalcohol hydrochloride), C(C)(C)O (isopropanol). The reagents and catalysts are [C].[Pd] (palladium-carbon). Solvent: [H][H] (hydrogen), [H][H] (hydrogen). The product is Cl.COC=1C=C(CCNCC(C2=CC=C(C=C2)O)O)C=CC1OC (α-(3,4-dimethoxyphenethylaminomethyl)-4-hydroxybenzylalcohol hydrochloride). Yield: 85.0%. RXN SMILES: [ClH:1].[CH3:2][O:3][C:4]1[CH:5]=[C:6]([CH:27]=[CH:28][C:29]=1[O:30][CH3:31])[CH2:7][CH2:8][NH:9][CH2:10][CH:11]([OH:26])[C:12]1[CH:17]=[CH:16][C:15]([O:18]CC2C=CC=CC=2)=[CH:14][CH:13]=1.C(O)(C)C>[H][H].[C].[Pd]>[ClH:1].[CH3:2][O:3][C:4]1[CH:5]=[C:6]([CH:27]=[CH:28][C:29]=1[O:30][CH3:31])[CH2:7][CH2:8][NH:9][CH2:10][CH:11]([OH:26])[C:12]1[CH:17]=[CH:16][C:15]([OH:18])=[CH:14][CH:13]=1 |f:0.1,4.5,6.7|. Reported procedure: A mixture of 0.62 g of α-(3,4-dimethoxyphenethylaminomethyl)-4-benzyloxybenzylalcohol hydrochloride, 0.2 g of 10% palladium-carbon and 200 ml of isopropanol is shaken at room temperature in hydrogen gas under atmospheric pressure. After hydrogen uptake is completed, the mixture is filtered to remove the catalyst. Then, the filtrate is concentrated to dryness, and the residue obtained is recrystallized from a mixture of isopropanol and isopropylether. 0.42 g of α-(3,4-dimethoxyphenethylaminomethy...